This data is from the Open Reaction Database (ORD), a public repository of structured organic reaction records. The task is: describe an organic reaction: reactants, conditions, products, and yield Product: FC(F)(F)c1nc2c(c(NCc3ccc(-c4ccccc4-c4nnn[nH]4)cc3)n1)CCCC2. RXN SMILES: [CH2:43]([OH:44])[CH2:45][CH2:46][CH3:47].[CH3:37][C:38](=[O:39])[O-:40].[CH3:41][OH:42].[Cl:1][c:2]1[n:3][c:4]([C:12]([F:13])([F:14])[F:15])[n:5][c:6]2[c:11]1[CH2:10][CH2:9][CH2:8][CH2:7]2.[ClH:16].[Na+:36].[nH:17]1[n:18][n:19][n:20][c:21]1-[c:22]1[c:23](-[c:28]2[cH:29][cH:30][c:31]([CH2:34][NH2:35])[cH:32][cH:33]2)[cH:24][cH:25][cH:26][cH:27]1>>[c:2]1([NH:35][CH2:34][c:31]2[cH:30][cH:29][c:28](-[c:23]3[c:22](-[c:21]4[n:17][n:18][n:19][nH:20]4)[cH:27][cH:26][cH:25][cH:24]3)[cH:33][cH:32]2)[n:3][c:4]([C:12]([F:13])([F:14])[F:15])[n:5][c:6]2[c:11]1[CH2:10][CH2:9][CH2:8][CH2:7]2. Reactants: CCCCO, CC(=O)[O-], CO, FC(F)(F)c1nc(Cl)c2c(n1)CCCC2, Cl, [Na+], NCc1ccc(-c2ccccc2-c2nnn[nH]2)cc1. Starting materials: CCOC(=O)CNC1C(=O)N(CC(=O)O)c2ccccc2SC1c1ccccc1, CCO, Cl, Cl, [Na+], [OH-]. The product is O=C(O)CNC1C(=O)N(CC(=O)O)c2ccccc2SC1c1ccccc1, Cl. Reaction SMILES: [C:2](=[O:3])([OH:4])[CH2:5][N:6]1[C:7](=[O:30])[CH:8]([NH:23][CH2:24][C:25](=[O:26])[O:27][CH2:28][CH3:29])[CH:9]([c:17]2[cH:18][cH:19][cH:20][cH:21][cH:22]2)[S:10][c:11]2[c:12]1[cH:13][cH:14][cH:15][cH:16]2.[CH3:34][CH2:35][OH:36].[ClH:1].[ClH:33].[Na+:32].[OH-:31]>>[C:2](=[O:3])([OH:4])[CH2:5][N:6]1[C:7](=[O:30])[CH:8]([NH:23][CH2:24][C:25](=[O:26])[OH:27])[CH:9]([c:17]2[cH:18][cH:19][cH:20][cH:21][cH:22]2)[S:10][c:11]2[c:12]1[cH:13][cH:14][cH:15][cH:16]2.[ClH:1]. Starting materials: Cl, O=C(c1ccc(F)s1)C1CCNCC1, CC(=O)NC1CCC(CC=O)CC1. The product is CC(=O)NC1CCC(CCN2CCC(C(=O)c3ccc(F)s3)CC2)CC1. Reaction SMILES: [ClH:1].[F:2][c:3]1[cH:4][cH:5][c:6]([C:8](=[O:9])[CH:10]2[CH2:11][CH2:12][NH:13][CH2:14][CH2:15]2)[s:7]1.[O:16]=[CH:17][CH2:18][CH:19]1[CH2:20][CH2:21][CH:22]([NH:25][C:26]([CH3:27])=[O:28])[CH2:23][CH2:24]1>>[F:2][c:3]1[cH:4][cH:5][c:6]([C:8](=[O:9])[CH:10]2[CH2:11][CH2:12][N:13]([CH2:17][CH2:18][CH:19]3[CH2:20][CH2:21][CH:22]([NH:25][C:26]([CH3:27])=[O:28])[CH2:23][CH2:24]3)[CH2:14][CH2:15]2)[s:7]1. Reactants: COC1=CC=C(C=C1)C1=NSC(=N1)CO ([3-(4-methoxyphenyl)-[1,2,4]thiadiazol-5-yl]-methanol), P(Br)(Br)Br (PBr3), O (water). Solvent: C1(=CC=CC=C1)C (toluene). Conditions: temperature 120 celsius. The product is BrCC1=NC(=NS1)C1=CC=C(C=C1)OC (5-Bromomethyl-3-(4-methoxyphenyl)-[1,2,4]thiadiazole). Isolated yield 58.0%. RXN SMILES: [CH3:1][O:2][C:3]1[CH:8]=[CH:7][C:6]([C:9]2[N:13]=[C:12]([CH2:14]O)[S:11][N:10]=2)=[CH:5][CH:4]=1.P(Br)(Br)[Br:17].O>C1(C)C=CC=CC=1>[Br:17][CH2:14][C:12]1[S:11][N:10]=[C:9]([C:6]2[CH:7]=[CH:8][C:3]([O:2][CH3:1])=[CH:4][CH:5]=2)[N:13]=1. Reported procedure: To a solution of [3-(4-methoxyphenyl)-[1,2,4]thiadiazol-5-yl]-methanol (0.07 g, 0.29 mmol) in toluene (10 ml) was added PBr3 (0.041 ml, 0.43 mmol) and the resulting reaction mixture was refluxed at 120° C. for 15 min. After the completion of the reaction (TLC monitoring), the reaction mixture was cooled to 0° C., added water (50 ml) and extracted with ethyl acetate (3×50 ml). The combined organics was washed with saturated NaHCO3 solution, dried over Na2SO4, filtered and concentrated under vacuu... Reactants: BrC1=CC=C2C(=NN(C2=C1)C1CCCCC1)CC (6bromo-1-cyclohexyl-3-ethyl-1H-indazole), O1CCCC1 (tetrahydrofuran), C(CCC)[Li] (n-butyllithium), solution, C(C)OC(=O)C1CCC(CC1)=O (4-oxo-cyclohexanecarboxylic acid ethyl ester), Cl (hydrochloric acid). The solvent is C1(=CC=CC=C1)C (toluene), hexanes, C1(=CC=CC=C1)C (toluene). Reaction conditions: temperature -78 celsius, time 10 minute. Product: C(C)OC(=O)C1CCC(CC1)(O)C1=CC=C2C(=NN(C2=C1)C1CCCCC1)CC (4-(1-cyclohexyl-3-ethyl-1H-indazol-6-yl)-4-hydroxy-cyclohexanecarboxylic acid ethyl ester). Isolated yield 82.0%. RXN SMILES: Br[C:2]1[CH:10]=[C:9]2[C:5]([C:6]([CH2:17][CH3:18])=[N:7][N:8]2[CH:11]2[CH2:16][CH2:15][CH2:14][CH2:13][CH2:12]2)=[CH:4][CH:3]=1.O1CCCC1.C([Li])CCC.[CH2:29]([O:31][C:32]([CH:34]1[CH2:39][CH2:38][C:37](=[O:40])[CH2:36][CH2:35]1)=[O:33])[CH3:30].Cl>C1(C)C=CC=CC=1>[CH2:29]([O:31][C:32]([CH:34]1[CH2:39][CH2:38][C:37]([C:2]2[CH:10]=[C:9]3[C:5]([C:6]([CH2:17][CH3:18])=[N:7][N:8]3[CH:11]3[CH2:16][CH2:15][CH2:14][CH2:13][CH2:12]3)=[CH:4][CH:3]=2)([OH:40])[CH2:36][CH2:35]1)=[O:33])[CH3:30]. Procedure: To a solution of 6bromo-1-cyclohexyl-3-ethyl-1H-indazole (12.7 g, 41.3 mmol) in toluene (64 mL) was added tetrahydrofuran (6.70 mL, 82.6 mmol). The solution was cooled to -78° C. and n-butyllithium (17.3 mL of a 2.5M solution in hexanes, 43.4 mmol) was added dropwise. The solution was stirred 10 minutes and added to a solution of 4-oxo-cyclohexanecarboxylic acid ethyl ester (8.80 g, 51.7 mmol) in toluene (127 mL) at -78° C. The reaction mixture was stirred for 15 minutes and poured into 1N aqueo... Reactants: CC(=O)[O-], CC(=O)[O-], COC(=O)Cc1ccc(Br)cc1, CCC(O)(C=Cc1ccc(C(CC)(CC)c2cc(C)c(B3OC(C)(C)C(C)(C)O3)c(C)c2)cc1C)CC, Cc1ccccc1, COc1cccc(OC)c1-c1ccccc1P(C1CCCCC1)C1CCCCC1, [Cl-], [K+], [K+], [K+], [NH4+], O, O=P([O-])([O-])[O-], [Pd+2]. The product is CCC(O)(C=Cc1ccc(C(CC)(CC)c2cc(C)c(-c3ccc(CC(=O)OC)cc3)c(C)c2)cc1C)CC. As a reaction SMILES: [C:101]([O-:102])(=[O:103])[CH3:104].[C:96]([O-:97])(=[O:98])[CH3:99].[CH3:1][O:2][C:3]([CH2:4][c:5]1[cH:6][cH:7][c:8]([Br:11])[cH:9][cH:10]1)=[O:12].[CH3:50][c:51]1[cH:52][c:53]([C:67]([CH2:68][CH3:69])([CH2:70][CH3:71])[c:72]2[cH:73][c:74]([CH3:86])[c:75]([CH:78]=[CH:79][C:80]([CH2:81][CH3:82])([OH:83])[CH2:84][CH3:85])[cH:76][cH:77]2)[cH:54][c:55]([CH3:66])[c:56]1[B:57]1[O:58][C:59]([CH3:60])([CH3:61])[C:62]([CH3:63])([CH3:64])[O:65]1.[CH3:89][c:90]1[cH:91][cH:92][cH:93][cH:94][cH:95]1.[CH:13]1([P:14]([CH:15]2[CH2:16][CH2:17][CH2:18][CH2:19][CH2:20]2)[c:21]2[cH:22][cH:23][cH:24][cH:25][c:26]2-[c:27]2[c:28]([O:29][CH3:30])[cH:31][cH:32][cH:33][c:34]2[O:35][CH3:36])[CH2:37][CH2:38][CH2:39][CH2:40][CH2:41]1.[Cl-:87].[K+:47].[K+:48].[K+:49].[NH4+:88].[OH2:105].[P:42]([O-:43])([O-:44])([O-:45])=[O:46].[Pd+2:100]>>[CH3:1][O:2][C:3]([CH2:4][c:5]1[cH:6][cH:7][c:8](-[c:56]2[c:51]([CH3:50])[cH:52][c:53]([C:67]([CH2:68][CH3:69])([CH2:70][CH3:71])[c:72]3[cH:73][c:74]([CH3:86])[c:75]([CH:78]=[CH:79][C:80]([CH2:81][CH3:82])([OH:83])[CH2:84][CH3:85])[cH:76][cH:77]3)[cH:54][c:55]2[CH3:66])[cH:9][cH:10]1)=[O:12]. Reactants: N/C=1/C\C(=C/C2=C(\N1)C=C(C=C2)Br)\C(=O)N(CCC)CCC ((1E,4E)-2-amino-8-bromo-N,N-dipropyl-3H-benzo[b]azepine-4-carboxamide), COC(=O)C1=CC=C(C=C1)B(O)O (4-(methoxycarbonyl)phenylboronic acid), C([O-])([O-])=O.[K+].[K+] (potassium carbonate), COC(=O)C1=CC=C(C=C1)B(O)O (4-(methoxycarbonyl)phenylboronic acid). The reagents and catalysts are C=1C=CC(=CC1)[P](C=2C=CC=CC2)(C=3C=CC=CC3)[Pd]([P](C=4C=CC=CC4)(C=5C=CC=CC5)C=6C=CC=CC6)([P](C=7C=CC=CC7)(C=8C=CC=CC8)C=9C=CC=CC9)[P](C=1C=CC=CC1)(C=1C=CC=CC1)C=1C=CC=CC1 (tetrakis(triphenylphosphine)palladium(0)). Run in C(C)#N (acetonitrile), CCOC(=O)C (EtOAc). Reaction conditions: temperature 100 celsius. Product: N/C=1/C\C(=C/C2=C(\N1)C=C(C=C2)C2=CC=C(C=C2)CC(=O)OCC2=CC=CC=C2)\C(N(CCC)CCC)=O (Benzyl 2-(4-((1E,4E)-2-amino-4-(dipropylcarbamoyl)-3H-benzo[b]azepin-8-yl)phenyl)acetate). Isolated yield 33.0%. As a reaction SMILES: CO[C:3]([C:5]1[CH:10]=[CH:9][C:8](B(O)O)=[CH:7][CH:6]=1)=O.[NH2:14][C:15]1[CH2:16][C:17]([C:27]([N:29]([CH2:33][CH2:34][CH3:35])[CH2:30][CH2:31][CH3:32])=[O:28])=[CH:18][C:19]2[CH:25]=[CH:24][C:23](Br)=[CH:22][C:20]=2[N:21]=1.[C:36](=[O:39])([O-])[O-:37].[K+].[K+]>C(#N)C.CCOC(C)=O.C1C=CC([P]([Pd]([P](C2C=CC=CC=2)(C2C=CC=CC=2)C2C=CC=CC=2)([P](C2C=CC=CC=2)(C2C=CC=CC=2)C2C=CC=CC=2)[P](C2C=CC=CC=2)(C2C=CC=CC=2)C2C=CC=CC=2)(C2C=CC=CC=2)C2C=CC=CC=2)=CC=1>[NH2:14][C:15]1[CH2:16][C:17]([C:27](=[O:28])[N:29]([CH2:33][CH2:34][CH3:35])[CH2:30][CH2:31][CH3:32])=[CH:18][C:19]2[CH:25]=[CH:24][C:23]([C:8]3[CH:9]=[CH:10][C:5]([CH2:3][C:36]([O:37][CH2:3][C:5]4[CH:10]=[CH:9][CH:8]=[CH:7][CH:6]=4)=[O:39])=[CH:6][CH:7]=3)=[CH:22][C:20]=2[N:21]=1 |f:2.3.4,^1:54,56,75,94|. Procedure: Benzyl 2-(4-((1E,4E)-2-amino-4-(dipropylcarbamoyl)-3H-benzo[b]azepin-8-yl)phenyl)acetate (33%) was prepared as follows, substituting benzyl 2-(4-(4,4,5,5-tetramethyl-1,3,2-dioxaborolan-2-yl)phenyl)acetate for 4-(methoxycarbonyl)phenylboronic acid. (1E,4E)-2-amino-8-bromo-N,N-dipropyl-3H-benzo[b]azepine-4-carboxamide (75.0 mgs, 0.206 mmol), 4-(methoxycarbonyl)phenylboronic acid (55.6 mgs, 0.309 mmol, tetrakis(triphenylphosphine)palladium(0) (23.8 mgs, 0.021 mmol), 2M aqueous potassium carbonate (...